describe an organic reaction: reactants, conditions, products, and yield From a dataset of the Open Reaction Database (ORD), a public repository of structured organic reaction records. Starting materials: C(C)(=O)N1CCN(CC1)C=1N=CC2=C(N1)N(C=C(C2=O)C(=O)OCC)CCCl (ethyl 2-(4-acetyl-1-piperazinyl)-8-(2-chloroethyl)-5,8-dihydro-5-oxopyrido[2,3-d]-pyrimidine-6-carboxylate), Cl (hydrochloric acid). Yields the product Cl.ClCCN1C=C(C(C2=C1N=C(N=C2)N2CCNCC2)=O)C(=O)O (8-(2-chloroethyl)-5,8-dihydro-2-(1-piperazinyl)-5-oxopyrido[2,3-d]pyrimidine-6-carboxylic acid hydrochloride). The yield is 196.2%. As a reaction SMILES: C([N:4]1[CH2:9][CH2:8][N:7]([C:10]2[N:11]=[CH:12][C:13]3[C:19](=[O:20])[C:18]([C:21]([O:23]CC)=[O:22])=[CH:17][N:16]([CH2:26][CH2:27][Cl:28])[C:14]=3[N:15]=2)[CH2:6][CH2:5]1)(=O)C.Cl>>[ClH:28].[Cl:28][CH2:27][CH2:26][N:16]1[C:14]2[N:15]=[C:10]([N:7]3[CH2:6][CH2:5][NH:4][CH2:9][CH2:8]3)[N:11]=[CH:12][C:13]=2[C:19](=[O:20])[C:18]([C:21]([OH:23])=[O:22])=[CH:17]1 |f:2.3|. Procedure details: A mixture containing 1.0 g of ethyl 2-(4-acetyl-1-piperazinyl)-8-(2-chloroethyl)-5,8-dihydro-5-oxopyrido[2,3-d]-pyrimidine-6-carboxylate and 12 ml of 20% aqueous hydrochloric acid was heated on a steam bath for 2 hours, during which period crystals separated out. The crystals were collected, after cooling, and recrystallized from diluted aqueous ethanol containing a small amount of concentrated hydrochloric acid to yield 0.9 g of the product, m.p. 280°C with decomposition. The reactants are C=1(C(=CC=CC1)S(=O)(=O)N=C=O)C (o-toluenesulphonyl isocyanate), CC=1C=C(N)C=C(C1S(=O)(=O)C[N+](=O)[O-])C (3,5-dimethyl-4-[(nitromethyl)sulphonyl]aniline). Run in C(Cl)Cl (methylene chloride), C(Cl)Cl (methylene chloride). Run at time 1 hour. The product is CC=1C=C(C=C(C1S(=O)(=O)C[N+](=O)[O-])C)NC(=O)NS(=O)(=O)C1=C(C=CC=C1)C (1-[3,5-dimethyl-4-[(nitromethyl)sulphonyl]phenyl]-3-[(2-methylphenyl)sulphonyl]urea). Isolated yield 84.6%. RXN SMILES: [C:1]1([CH3:13])[C:2]([S:7]([N:10]=[C:11]=[O:12])(=[O:9])=[O:8])=[CH:3][CH:4]=[CH:5][CH:6]=1.[CH3:14][C:15]1[CH:16]=[C:17]([CH:19]=[C:20]([CH3:29])[C:21]=1[S:22]([CH2:25][N+:26]([O-:28])=[O:27])(=[O:24])=[O:23])[NH2:18]>C(Cl)Cl>[CH3:29][C:20]1[CH:19]=[C:17]([NH:18][C:11]([NH:10][S:7]([C:2]2[CH:3]=[CH:4][CH:5]=[CH:6][C:1]=2[CH3:13])(=[O:9])=[O:8])=[O:12])[CH:16]=[C:15]([CH3:14])[C:21]=1[S:22]([CH2:25][N+:26]([O-:28])=[O:27])(=[O:24])=[O:23]. Procedure: A solution of 0.77 ml (5.09 mmol) of o-toluenesulphonyl isocyanate in 7.7 ml of anhydrous methylene chloride is added dropwise to a suspension, maintained under a nitrogen atmosphere, of 1.3 g (5.32 mmol) of 3,5-dimethyl-4-[(nitromethyl)sulphonyl]aniline in 25.6 ml of anhydrous methylene chloride. The temperature of the reaction medium rises spontaneously by 7° C. A precipitate forms in the solution initially obtained. Stirring is continued for 1 hour at room temperature and the solid is then is... Reactants: [Al+3], ClCCl, CC1(C)CCC(C)(C)c2ccccc21, [Cl-], [Cl-], [Cl-], O=C(Cl)CCCl. Product: CC1(C)CCC(C)(C)c2cc(C(=O)CCCl)ccc21. As a reaction SMILES: [Al+3:2].[CH2:25]([Cl:26])[Cl:27].[CH3:11][C:12]1([CH3:24])[CH2:13][CH2:14][C:15]([CH3:22])([CH3:23])[c:16]2[cH:17][cH:18][cH:19][cH:20][c:21]21.[Cl-:1].[Cl-:3].[Cl-:4].[Cl:5][CH2:6][CH2:7][C:8](=[O:9])[Cl:10]>>[Cl:5][CH2:6][CH2:7][C:8](=[O:9])[c:19]1[cH:18][cH:17][c:16]2[c:21]([cH:20]1)[C:12]([CH3:11])([CH3:24])[CH2:13][CH2:14][C:15]2([CH3:22])[CH3:23]. Starting materials: [Al+3], C1CCOC1, [H-], [H-], [H-], [H-], [Li+], CC(C#N)c1c[nH]c2ccccc12. The product is CC(CN)c1c[nH]c2ccccc12. RXN SMILES: [Al+3:2].[CH2:20]1[O:21][CH2:22][CH2:23][CH2:24]1.[H-:1].[H-:4].[H-:5].[H-:6].[Li+:3].[nH:7]1[cH:8][c:9]([CH:16]([C:17]#[N:18])[CH3:19])[c:10]2[cH:11][cH:12][cH:13][cH:14][c:15]12>>[nH:7]1[cH:8][c:9]([CH:16]([CH2:17][NH2:18])[CH3:19])[c:10]2[cH:11][cH:12][cH:13][cH:14][c:15]12. Reactants: C(CO)Br (Ethylene bromohydrin), [K] (potassium), CSC1=NC(NC=C1F)=O (4-methylthio-5-fluoropyrimid-2-one). The solvent is CN(C=O)C (dimethylformamide). Reaction conditions: time 24 hour. Product: OCCN1C(N=C(C(=C1)F)SC)=O (1-(2-Hydroxyethyl)-4-methylthio-5-fluoropyrimid-2-one). Isolated yield 77.0%. RXN SMILES: [CH2:1](Br)[CH2:2][OH:3].[K].[CH3:6][S:7][C:8]1[C:13]([F:14])=[CH:12][NH:11][C:10](=[O:15])[N:9]=1>CN(C)C=O>[OH:3][CH2:2][CH2:1][N:11]1[CH:12]=[C:13]([F:14])[C:8]([S:7][CH3:6])=[N:9][C:10]1=[O:15] |^1:4|. Procedure: Ethylene bromohydrin (0.023 mol) was added to a solution of the potassium salt of 4-methylthio-5-fluoropyrimid-2-one (0.015 mol) in dimethylformamide (65 ml) and the reaction mixture was stirred at room temperature for 24 h before evaporation at reduced pressure (1 mm Hg). The residue was extracted with chloroform, the solution was washed with aqueous 2 N NaOH, with water and was dried (MgSO4) before evaporation. The solid residue was recrystallized from acetone; yield 77%, m.p. 161°-162° C. (Fo... Starting materials: C(C)OC(=O)CCC1=CC=C(C=C1)C1C(CN(CC1)C(=O)OC(C)(C)C)OCC1=CC2=CC=CC=C2C=C1 (tert-butyl (3RS,4RS)-4-[4-(2-ethoxycarbonyl-ethyl)-phenyl]-3-(naphthalen-2-ylmethoxy)-piperidine-1-carboxylate), [BH4-].[Li+] (lithium borohydride). The product is OCCCC1=CC=C(C=C1)C1C(CN(CC1)C(=O)OC(C)(C)C)OCC1=CC2=CC=CC=C2C=C1 (tert-butyl (3RS,4RS)-4-[4-(3-hydroxy-propyl)-phenyl]-3-(naphthalen-2-ylmethoxy)-piperidine-1-carboxylate). RXN SMILES: C([O:3][C:4]([CH2:6][CH2:7][C:8]1[CH:13]=[CH:12][C:11]([CH:14]2[CH2:19][CH2:18][N:17]([C:20]([O:22][C:23]([CH3:26])([CH3:25])[CH3:24])=[O:21])[CH2:16][CH:15]2[O:27][CH2:28][C:29]2[CH:38]=[CH:37][C:36]3[C:31](=[CH:32][CH:33]=[CH:34][CH:35]=3)[CH:30]=2)=[CH:10][CH:9]=1)=O)C.[BH4-].[Li+]>>[OH:3][CH2:4][CH2:6][CH2:7][C:8]1[CH:9]=[CH:10][C:11]([CH:14]2[CH2:19][CH2:18][N:17]([C:20]([O:22][C:23]([CH3:24])([CH3:25])[CH3:26])=[O:21])[CH2:16][CH:15]2[O:27][CH2:28][C:29]2[CH:38]=[CH:37][C:36]3[C:31](=[CH:32][CH:33]=[CH:34][CH:35]=3)[CH:30]=2)=[CH:12][CH:13]=1 |f:1.2|. Reported procedure: Analogously to the procedure described in Example 22(e), by reducing tert-butyl (3RS,4RS)-4-[4-(2-ethoxycarbonyl-ethyl)-phenyl]-3-(naphthalen-2-ylmethoxy)-piperidine-1-carboxylate using lithium borohydride there was obtained tert-butyl (3RS,4RS)-4-[4-(3-hydroxy-propyl)-phenyl]-3-(naphthalen-2-ylmethoxy)-piperidine-1-carboxylate as a colourless solid; MS: 476 (M+H)+. The reactants are C=O (Paraformaldehyde), COC1=CC=C2N=CC(=NC2=C1)OCCN1CCC(CC1)NCC=1C=CC2=C(NC(CS2)=O)C1 (6-({1-[2-(7-methoxy-quinoxalin-2-yloxy)-ethyl]-piperidin-4-ylamino}-methyl)-4H-benzo[1,4]thiazin-3-one), C(#N)[BH3-].[Na+] (sodium cyanoborohydride), C(C)(=O)O (acetic acid). Run in ClCCCl (1,2-dichloroethane), CO (methanol). Reaction conditions: time 15 hour. Yields the product COC1=CC=C2N=CC(=NC2=C1)OCCN1CCC(CC1)N(C)CC=1C=CC2=C(NC(CS2)=O)C1 (6-[({1-[2-(7-methoxy-quinoxalin-2-yloxy)-ethyl]-piperidin-4-yl}-methyl-amino)-methyl]-4H-benzo[1,4]thiazin-3-one). The yield is 22.3%. RXN SMILES: C=O.[CH3:3][O:4][C:5]1[CH:14]=[C:13]2[C:8]([N:9]=[CH:10][C:11]([O:15][CH2:16][CH2:17][N:18]3[CH2:23][CH2:22][CH:21]([NH:24][CH2:25][C:26]4[CH:27]=[CH:28][C:29]5[S:34][CH2:33][C:32](=[O:35])[NH:31][C:30]=5[CH:36]=4)[CH2:20][CH2:19]3)=[N:12]2)=[CH:7][CH:6]=1.[C:37](O)(=O)C.C([BH3-])#N.[Na+]>ClCCCl.CO>[CH3:3][O:4][C:5]1[CH:14]=[C:13]2[C:8]([N:9]=[CH:10][C:11]([O:15][CH2:16][CH2:17][N:18]3[CH2:23][CH2:22][CH:21]([N:24]([CH2:25][C:26]4[CH:27]=[CH:28][C:29]5[S:34][CH2:33][C:32](=[O:35])[NH:31][C:30]=5[CH:36]=4)[CH3:37])[CH2:20][CH2:19]3)=[N:12]2)=[CH:7][CH:6]=1 |f:3.4|. Reported procedure: Paraformaldehyde (29 mg, 0.10 mmol, 1.0 eq) is added at room temperature to a stirred solution of 6-({1-[2-(7-methoxy-quinoxalin-2-yloxy)-ethyl]-piperidin-4-ylamino}-methyl)-4H-benzo[1,4]thiazin-3-one (50 mg, 0.10 mmol, 1.0 eq) in 1,2-dichloroethane (2 mL) and methanol (0.5 mL), followed by acetic acid (7 μL, 0.12 mmol, 1.3 eq) and sodium cyanoborohydride (9 mg, 0.12 mmol, 1.3 eq). After 15 hours stirring at room temperature, the reaction mixture is extracted with dichloromethane (3×5 mL) and a ...